Dataset: the Open Reaction Database (ORD), a public repository of structured organic reaction records. Task: describe an organic reaction: reactants, conditions, products, and yield Reactants: C(C)(C)(C)C1=CC=C(CNC[C@H](O)C2=CC=C(C=C2)Cl)C=C1 ((4-tert-butyl-benzyl)-[(R)-2-(4-chloro-phenyl)-2-hydroxy-ethyl]-amine), ClC=1C=C2C=CNC2=C(C1)C(=O)O (5-chloro-1H-indole-7-carboxylic acid), CN(C)C(=[N+](C)C)ON1C2=C(C=CC=C2)N=N1.[B-](F)(F)(F)F (TBTU), C(C)(C)N(C(C)C)CC (N,N-diisopropylethyl amine). Solvent: CN(C)C=O (DMF), O (water). Conditions: time 5 minute. Product: C(C)(C)(C)C1=CC=C(CN(C(=O)C=2C=C(C=C3C=CNC23)Cl)C[C@H](O)C2=CC=C(C=C2)Cl)C=C1 (5-Chloro-1H-indole-7-carboxylic acid (4-tert-butyl-benzyl)-[(R)-2-(4-chloro-phenyl)-2-hydroxy-ethyl]-amide). The yield is 53.8%. Reaction SMILES: [Cl:1][C:2]1[CH:3]=[C:4]2[C:8](=[C:9]([C:11]([OH:13])=O)[CH:10]=1)[NH:7][CH:6]=[CH:5]2.CN(C(ON1N=NC2C=CC=CC1=2)=[N+](C)C)C.[B-](F)(F)(F)F.C(N(CC)C(C)C)(C)C.[C:45]([C:49]1[CH:66]=[CH:65][C:52]([CH2:53][NH:54][CH2:55][C@@H:56]([C:58]2[CH:63]=[CH:62][C:61]([Cl:64])=[CH:60][CH:59]=2)[OH:57])=[CH:51][CH:50]=1)([CH3:48])([CH3:47])[CH3:46]>CN(C=O)C.O>[C:45]([C:49]1[CH:66]=[CH:65][C:52]([CH2:53][N:54]([CH2:55][C@@H:56]([C:58]2[CH:59]=[CH:60][C:61]([Cl:64])=[CH:62][CH:63]=2)[OH:57])[C:11]([C:9]2[CH:10]=[C:2]([Cl:1])[CH:3]=[C:4]3[C:8]=2[NH:7][CH:6]=[CH:5]3)=[O:13])=[CH:51][CH:50]=1)([CH3:48])([CH3:46])[CH3:47] |f:1.2|. Procedure details: To a solution of 59 mg (0.3 mmol) of 5-chloro-1H-indole-7-carboxylic acid and 96 mg of TBTU (0.3 mmol) in 5 ml DMF, were added 0.26 ml (1.5 mmol) of N,N-diisopropylethyl amine. After stirring for 5 min at rt, 95 mg (0.3 mmol) of (4-tert-butyl-benzyl)-[(R)-2-(4-chloro-phenyl)-2-hydroxy-ethyl]-amine were added. After stirring for 24 h at rt, the reaction mixture was diluted with 50 ml water and extracted with 2×50 ml EtOAc. The combined organic phases were washed with water and brine, dried with m... Reactants: C(C)N1CC(=C(CC1)C1=CC=CC=C1)C(=O)N(C(C)C)C(C)C (1-ethyl-1,2,5,6-tetrahydro-N,N-bis(1-methylethyl)-4-phenyl-3-pyridinecarboxamide), Cl (monohydrochloride). Yields the product Cl.C(C)N1CC(=C(CC1)C1=CC=CC=C1)C(=O)N(C(C)C)C(C)C (1-ethyl-1,2,5,6-tetrahydro-N,N-bis(1-methylethyl)-4-phenyl-3-pyridinecarboxamide, monohydrochloride). RXN SMILES: [CH2:1]([N:3]1[CH2:8][CH2:7][C:6]([C:9]2[CH:14]=[CH:13][CH:12]=[CH:11][CH:10]=2)=[C:5]([C:15]([N:17]([CH:21]([CH3:23])[CH3:22])[CH:18]([CH3:20])[CH3:19])=[O:16])[CH2:4]1)[CH3:2].[ClH:24]>>[ClH:24].[CH2:1]([N:3]1[CH2:8][CH2:7][C:6]([C:9]2[CH:14]=[CH:13][CH:12]=[CH:11][CH:10]=2)=[C:5]([C:15]([N:17]([CH:21]([CH3:22])[CH3:23])[CH:18]([CH3:20])[CH3:19])=[O:16])[CH2:4]1)[CH3:2] |f:2.3|. Procedure details: Employing the general method of Example 8, 1-ethyl-1,2,5,6-tetrahydro-N,N-bis(1-methylethyl)-4-phenyl-3-pyridinecarboxamide was prepared as the monohydrochloride salt, mp 208°-210° C.